This data is from the Open Reaction Database (ORD), a public repository of structured organic reaction records. The task is: describe an organic reaction: reactants, conditions, products, and yield Starting materials: ClC=1C=CC2=C(C=3N(CC(N2C)=O)C=NN3)C1 (10-chloro-7-methyl-5H-s-triazolo[4,3-d] -[1,4]benzodiazepin-6(7H)-one), ClC=1C=CC2=C(C=3N(CC(N2C)=O)C(=NN3)C(F)(F)F)C1 (10-chloro-7-methyl-3-(trifluoromethyl)-5H-s-triazolo[4,3-d] [1,4]benzodiazepin-6(7H)-one). Yields the product Cl.ClC=1C=CC(=C(C1)C1=NN=CN1CC(N1CCCC1)=O)NC (3-[5-Chloro-2-(methylamino)phenyl]-4-[2-oxo-2-(1-pyrrolidinyl)-ethyl]-1,2,4-triazole, hydrochloride). As a reaction SMILES: [Cl:1]C1C=CC2N(C)C(=O)[CH2:9][N:8]3C=NN=[C:7]3[C:6]=2[CH:17]=1.[Cl:18][C:19]1[CH:20]=[CH:21][C:22]2[N:28]([CH3:29])[C:27](=[O:30])[CH2:26][N:25]3[C:31](C(F)(F)F)=[N:32][N:33]=[C:24]3[C:23]=2[CH:38]=1>>[ClH:1].[Cl:18][C:19]1[CH:20]=[CH:21][C:22]([NH:28][CH3:29])=[C:23]([C:24]2[N:25]([CH2:26][C:27](=[O:30])[N:8]3[CH2:7][CH2:6][CH2:17][CH2:9]3)[CH:31]=[N:32][N:33]=2)[CH:38]=1 |f:2.3|. Procedure: Following the procedure of example 1b but substituting an equivalent amount of 10-chloro-7-methyl-5H-s-triazolo[4,3-d] -[1,4]benzodiazepin-6(7H)-one for the 10-chloro-7-methyl-3-(trifluoromethyl)-5H-s-triazolo[4,3-d] [1,4]benzodiazepin-6(7H)-one, one obtains the titled compound. The reactants are COc1cc(N2CCN(CCS(C)(=O)=O)CC2)ccc1N, C[O-], CC(C)O, O=C(Nc1c(F)cccc1F)c1cccc(-c2nc3ccccn3c2-c2ccnc(Cl)n2)c1, ClCCl, [Na+], Cc1ccc(S(=O)(=O)O)cc1. The product is COc1cc(N2CCN(CCS(C)(=O)=O)CC2)ccc1Nc1nccc(-c2c(-c3cccc(C(=O)Nc4c(F)cccc4F)c3)nc3ccccn23)n1. As a reaction SMILES: [CH3:34][O:35][c:36]1[c:37]([NH2:38])[cH:39][cH:40][c:41]([N:43]2[CH2:44][CH2:45][N:46]([CH2:49][CH2:50][S:51](=[O:52])(=[O:53])[CH3:54])[CH2:47][CH2:48]2)[cH:42]1.[CH3:66][O-:67].[CH:72]([OH:73])([CH3:74])[CH3:75].[Cl:1][c:2]1[n:3][cH:4][cH:5][c:6](-[c:8]2[c:9](-[c:17]3[cH:18][c:19]([C:20](=[O:21])[NH:22][c:23]4[c:24]([F:30])[cH:25][cH:26][cH:27][c:28]4[F:29])[cH:31][cH:32][cH:33]3)[n:10][c:11]3[n:12]2[cH:13][cH:14][cH:15][cH:16]3)[n:7]1.[Cl:69][CH2:70][Cl:71].[Na+:68].[c:55]1([CH3:56])[cH:57][cH:58][c:59]([S:60]([OH:61])(=[O:62])=[O:63])[cH:64][cH:65]1>>[c:2]1([NH:38][c:37]2[c:36]([O:35][CH3:34])[cH:42][c:41]([N:43]3[CH2:44][CH2:45][N:46]([CH2:49][CH2:50][S:51](=[O:52])(=[O:53])[CH3:54])[CH2:47][CH2:48]3)[cH:40][cH:39]2)[n:3][cH:4][cH:5][c:6](-[c:8]2[c:9](-[c:17]3[cH:18][c:19]([C:20](=[O:21])[NH:22][c:23]4[c:24]([F:30])[cH:25][cH:26][cH:27][c:28]4[F:29])[cH:31][cH:32][cH:33]3)[n:10][c:11]3[n:12]2[cH:13][cH:14][cH:15][cH:16]3)[n:7]1.